Dataset: the Open Reaction Database (ORD), a public repository of structured organic reaction records. Task: describe an organic reaction: reactants, conditions, products, and yield Reactants: CC(C)(C)c1nc2ccc(N=C=S)cc2s1, CN1CCNCC1. Yields the product CN1CCN(C(=S)Nc2ccc3nc(C(C)(C)C)sc3c2)CC1. Reaction SMILES: [C:1]([CH3:2])([CH3:3])([CH3:4])[c:5]1[s:6][c:7]2[c:8]([n:9]1)[cH:10][cH:11][c:12]([N:14]=[C:15]=[S:16])[cH:13]2.[CH3:17][N:18]1[CH2:19][CH2:20][NH:21][CH2:22][CH2:23]1>>[C:1]([CH3:2])([CH3:3])([CH3:4])[c:5]1[s:6][c:7]2[c:8]([n:9]1)[cH:10][cH:11][c:12]([NH:14][C:15](=[S:16])[N:21]1[CH2:20][CH2:19][N:18]([CH3:17])[CH2:23][CH2:22]1)[cH:13]2. The reactants are [Al+3], C[Si](C)(C)C#N, Cc1ccccc1, COc1ccc2c(c1)C(=O)CC2, [H-], [H-], [H-], [H-], [I-], [I-], [Li+], [Zn+2]. Yields the product COc1ccc2c(c1)C(O)(CN)CC2. RXN SMILES: [Al+3:20].[CH3:1][Si:2]([CH3:3])([CH3:4])[C:5]#[N:6].[CH3:28][c:29]1[cH:30][cH:31][cH:32][cH:33][cH:34]1.[CH3:7][O:8][c:9]1[cH:10][cH:11][c:12]2[c:16]([cH:17]1)[C:15](=[O:18])[CH2:14][CH2:13]2.[H-:19].[H-:22].[H-:23].[H-:24].[I-:25].[I-:27].[Li+:21].[Zn+2:26]>>[CH2:5]([NH2:6])[C:15]1([OH:18])[CH2:14][CH2:13][c:12]2[cH:11][cH:10][c:9]([O:8][CH3:7])[cH:17][c:16]21. The reactants are [OH-].[Li+] (lithium hydroxide), O (water), C(C)OP(=O)(C(OCC)OCC)C[C@H](CNCC1=CC(=C(C=C1)Cl)Cl)O (3-[N-(3,4-dichlorobenzyl)amino]-2(S)-hydroxy-propyl(diethoxymethyl)-phosphinic acid ethyl ester). The solvent is C(C)O (ethanol). Reaction conditions: time 24 hour. Yields the product ClC=1C=C(CNC[C@@H](CP(O)(=O)C(OCC)OCC)O)C=CC1Cl (3-[N-(3,4-dichlorobenzyl)amino]-2(S)-hydroxy-propyl(diethoxymethyl)phosphinic acid). RXN SMILES: [OH-].[Li+].O.C([O:6][P:7]([CH2:16][C@@H:17]([OH:29])[CH2:18][NH:19][CH2:20][C:21]1[CH:26]=[CH:25][C:24]([Cl:27])=[C:23]([Cl:28])[CH:22]=1)([CH:9]([O:13][CH2:14][CH3:15])[O:10][CH2:11][CH3:12])=[O:8])C>C(O)C>[Cl:28][C:23]1[CH:22]=[C:21]([CH:26]=[CH:25][C:24]=1[Cl:27])[CH2:20][NH:19][CH2:18][C@H:17]([OH:29])[CH2:16][P:7]([CH:9]([O:10][CH2:11][CH3:12])[O:13][CH2:14][CH3:15])(=[O:6])[OH:8] |f:0.1|. Procedure details: 0.254 g of lithium hydroxide and 6 ml of water are added to a solution of 2.26 g of 3-[N-(3,4-dichlorobenzyl)amino]-2(S)-hydroxy-propyl(diethoxymethyl)-phosphinic acid ethyl ester in 3 ml of ethanol and the mixture is stirred at 60° for 24 hours. The mixture is allowed to cool to room temperature, adjusted to pH 7 with aqueous phsophoric acid and concentrated to dryness by evaporation. The evaporation residue is made into a slurry in hot methanol and filtered. The filtrate is concentrated to dry... Reactants: [Li]CCCC (nBuLi), CC1=CC=C(C=C1)S(=O)(=O)OCC1(C=2N(C3=C(O1)C=CC(=C3)[N+](=O)[O-])N=NN2)CO ((4-(hydroxymethyl)-8-nitro-4H-benzo[b]tetrazolo[1,5-d][1,4]oxazin-4-yl)methyl 4-methylbenzenesulfonate). Solvent: C1CCOC1 (THF). Conditions: temperature 0 celsius, time 1 hour. The product is [N+](=O)([O-])C1=CC2=C(OCC3(OC3)C=3N2N=NN3)C=C1 ((R/S) 9-nitro-5H-spiro[benzo[b]tetrazolo[1,5-d][1,4]oxazepine-4,2′-oxirane]). The yield is 38.3%. As a reaction SMILES: [Li]CCCC.CC1C=CC(S(O[CH2:17][C:18]2([CH2:34][OH:35])[O:23][C:22]3[CH:24]=[CH:25][C:26]([N+:28]([O-:30])=[O:29])=[CH:27][C:21]=3[N:20]3[N:31]=[N:32][N:33]=[C:19]23)(=O)=O)=CC=1>C1COCC1>[N+:28]([C:26]1[CH:25]=[CH:24][C:22]2[O:35][CH2:34][C:18]3([C:19]4[N:20]([N:31]=[N:32][N:33]=4)[C:21]=2[CH:27]=1)[CH2:17][O:23]3)([O-:30])=[O:29]. Procedure: nBuLi (1.6 M in hexanes, 110 μL, 0.18 mmol) was added dropwise over 5 min to a stirred solution of (4-(hydroxymethyl)-8-nitro-4H-benzo[b]tetrazolo[1,5-d][1,4]oxazin-4-yl)methyl 4-methylbenzenesulfonate (70 mg, 0.16 mmol) in THF (10 mL) at 0° C. under nitrogen. The mixture was stirred at 0° C. for 1 hr, then heated to reflux and stirred for 2 hr. After allowing to cool, the mixture was concentrated under vacuum to leave a crude residue. The residue was purified by preparative thin-layer chromatog...